This data is from the Open Reaction Database (ORD), a public repository of structured organic reaction records. The task is: describe an organic reaction: reactants, conditions, products, and yield The reactants are C1CCCCC1, ClCCl, N=C(OCc1ccccc1)C(Cl)(Cl)Cl, O=C1CC(O)CO1, O=S(=O)(O)C(F)(F)F. Yields the product O=C1CC(OCc2ccccc2)CO1. RXN SMILES: [CH2:33]1[CH2:34][CH2:35][CH2:36][CH2:37][CH2:38]1.[Cl:30][CH2:31][Cl:32].[Cl:8][C:9]([Cl:10])([Cl:11])[C:19](=[NH:20])[O:21][CH2:12][c:13]1[cH:14][cH:15][cH:16][cH:17][cH:18]1.[OH:1][CH:2]1[CH2:3][C:4](=[O:7])[O:5][CH2:6]1.[OH:22][S:23]([C:24]([F:25])([F:26])[F:27])(=[O:28])=[O:29]>>[O:1]([CH:2]1[CH2:3][C:4](=[O:7])[O:5][CH2:6]1)[CH2:12][c:13]1[cH:14][cH:15][cH:16][cH:17][cH:18]1. Starting materials: BrCCCBr, O=C([O-])[O-], CCCc1c(OCCCC(=O)OCC)ccc(C(C)=O)c1O, CC(C)=O, [K+], [K+]. The product is CCCc1c(OCCCC(=O)OCC)ccc(C(C)=O)c1OCCCBr. RXN SMILES: [Br:23][CH2:24][CH2:25][CH2:26][Br:27].[C:28](=[O:29])([O-:30])[O-:31].[CH2:1]([CH3:2])[O:3][C:4]([CH2:5][CH2:6][CH2:7][O:8][c:9]1[c:10]([CH2:19][CH2:20][CH3:21])[c:11]([OH:18])[c:12]([C:15]([CH3:16])=[O:17])[cH:13][cH:14]1)=[O:22].[CH3:34][C:35](=[O:36])[CH3:37].[K+:32].[K+:33]>>[CH2:1]([CH3:2])[O:3][C:4]([CH2:5][CH2:6][CH2:7][O:8][c:9]1[c:10]([CH2:19][CH2:20][CH3:21])[c:11]([O:18][CH2:26][CH2:25][CH2:24][Br:23])[c:12]([C:15]([CH3:16])=[O:17])[cH:13][cH:14]1)=[O:22]. Reactants: N1=CC(=CC=C1)C(C)C=1C(NC(NC1)=S)=O (5-[1-(3-Pyridyl)ethyl]-2-thiouracil), [O-]CC.[Na+] (sodium ethoxide), CI (Methyl iodide). The solvent is C(C)O (ethanol). Reaction conditions: time 2 hour. Product: CSC1=NC=C(C(N1)=O)C(C)C=1C=NC=CC1 (2-methylthio-5-[1-(3-pyridyl)ethyl]-4-pyrimidone). Isolated yield 113.0%. Reaction SMILES: [N:1]1[CH:6]=[CH:5][CH:4]=[C:3]([CH:7]([C:9]2[C:10](=[O:16])[NH:11][C:12](=[S:15])[NH:13][CH:14]=2)[CH3:8])[CH:2]=1.[O-][CH2:18]C.[Na+].CI>C(O)C>[CH3:18][S:15][C:12]1[NH:11][C:10](=[O:16])[C:9]([CH:7]([C:3]2[CH:2]=[N:1][CH:6]=[CH:5][CH:4]=2)[CH3:8])=[CH:14][N:13]=1 |f:1.2|. Procedure details: 5-[1-(3-Pyridyl)ethyl]-2-thiouracil (3.4 g) was added to a solution of sodium ethoxide (from 0.74 g sodium) in ethanol (35 ml). Methyl iodide (2.42 g) was added over 0.5 hour at 0°. After standing for a further 2 hours at 0° the solution was evaporated to dryness. The residue was taken up in water and the pH adjusted to 7.0 and the mixture was allowed to stand at 0° overnight. The solid was filtered off to give 2-methylthio-5-[1-(3-pyridyl)ethyl]-4-pyrimidone (3.04 g) m.p. 201°-204° (from ethano...